This data is from the Open Reaction Database (ORD), a public repository of structured organic reaction records. The task is: describe an organic reaction: reactants, conditions, products, and yield Reactants: NC1=C(C(=NC2=CC=CC(=C12)OC[C@@H](C)N)C)C(=O)OCC ((R)-ethyl 4-amino-5-(2-aminopropoxy)-2-methyl-quinoline-3-carboxylate), C1(CCCCC1)C(=O)O (cyclohexanecarboxylic acid). The product is NC1=C(C(=NC2=CC=CC(=C12)OC[C@@H](C)NC(=O)C1CCCCC1)C)C(=O)OCC ((R)-ethyl 4-amino-5-(2-(cyclohexanecarboxamido)propoxy)-2-methyl-quinoline-3-carboxylate). As a reaction SMILES: [NH2:1][C:2]1[C:11]2[C:6](=[CH:7][CH:8]=[CH:9][C:10]=2[O:12][CH2:13][C@H:14]([NH2:16])[CH3:15])[N:5]=[C:4]([CH3:17])[C:3]=1[C:18]([O:20][CH2:21][CH3:22])=[O:19].[CH:23]1([C:29](O)=[O:30])[CH2:28][CH2:27][CH2:26][CH2:25][CH2:24]1>>[NH2:1][C:2]1[C:11]2[C:6](=[CH:7][CH:8]=[CH:9][C:10]=2[O:12][CH2:13][C@H:14]([NH:16][C:29]([CH:23]2[CH2:28][CH2:27][CH2:26][CH2:25][CH2:24]2)=[O:30])[CH3:15])[N:5]=[C:4]([CH3:17])[C:3]=1[C:18]([O:20][CH2:21][CH3:22])=[O:19]. Procedure details: Prepared as in Example 24a from (R)-ethyl 4-amino-5-(2-aminopropoxy)-2-methyl-quinoline-3-carboxylate (Example 86b) and cyclohexanecarboxylic acid as brown solid (31%). MS 414 (MH+). The reactants are N (NH3), C(COCCO)O (diethylene glycol), 66879m, N1CCOCC1 (morpholine). The reagents and catalysts are [Ni] (nickel). The product is O1CCN(CC1)CCOCCN1CCOCC1 (bis(2-morpholinoethyl) ether). Yield: 70.0%. RXN SMILES: [NH:1]1[CH2:6][CH2:5][O:4][CH2:3][CH2:2]1.[NH3:7].[CH2:8](O)[CH2:9][O:10][CH2:11][CH2:12]O>[Ni]>[O:4]1[CH2:5][CH2:6][N:1]([CH2:2][CH2:3][O:4][CH2:5][CH2:6][N:7]2[CH2:8][CH2:9][O:10][CH2:11][CH2:12]2)[CH2:2][CH2:3]1. Procedure details: Zh. Vses. Khim. Obshchest. 14(5), 589-90 (1969) (Chem. Abstr. 72: 66879m) describes the formation of morpholine in a yield of 70% by gas-phase reaction of diethylene glycol with NH3 over a nickel catalyst in the presence of H2. Among other by-products, bis(2-morpholinoethyl) ether was isolated in a yield of from 5 to 7%. Starting materials: C1(=CC=CC=C1)CC(=O)N (Benzeneacetamide), O (water), BrN1C(CCC1=O)=O (N-bromosuccinimide). Run in ClCCl (dichloromethane). Run at time 24 hour. Product: BrC(C(=O)N)C1=CC=CC=C1 (2-Bromo-2-phenylacetamide), ethyl acetate hexanes. Yield: 40.0%. As a reaction SMILES: [C:1]1([CH2:7][C:8]([NH2:10])=[O:9])[CH:6]=[CH:5][CH:4]=[CH:3][CH:2]=1.[Br:11]N1C(=O)CCC1=O.O>ClCCl>[Br:11][CH:7]([C:1]1[CH:6]=[CH:5][CH:4]=[CH:3][CH:2]=1)[C:8]([NH2:10])=[O:9]. Procedure details: Benzeneacetamide (3.0 g, 0.022 mol) was dissolved in dichloromethane (60 mL) and N-bromosuccinimide (4.0 g, 0.022 mol) was added. The reaction was stirred at room temperature under UV light for 24 hr. The mixture was poured into water and the layers were separated. The organic layer was washed with water (2×50 mL) then with brine (1×50 mL). The organic layer was dried (magnesium sulfate) then chromatographed on silica (40% ethyl acetate/hexanes) to give 2-Bromo-2-phenylacetamide, compound h Rf 0... The reactants are C(C=C)OCCC1=CC=C(CC=2C=C(C=CC2Cl)[C@@H]2O[C@@H]([C@H]([C@@H]([C@H]2OCC2=CC=CC=C2)OCC2=CC=CC=C2)OCC2=CC=CC=C2)COCC2=CC=CC=C2)C=C1 ((2S,3S,4R,5R,6R)-2-(3-(4-(2-(allyloxy)ethyl)benzyl)-4-chlorophenyl)-3,4,5-tris(benzyloxy)-6-(benzyloxymethyl)tetrahydro-2H-pyran), C(C)(=O)[O-].[Na+] (sodium acetate). Reagents/catalysts: [Pd](Cl)Cl (palladium(II)chloride). Solvent: C(C)(=O)O (acetic acid). Conditions: temperature 70 celsius. Product: ClC1=C(CC2=CC=C(C=C2)CCO)C=C(C=C1)[C@@H]1O[C@@H]([C@H]([C@@H]([C@H]1OCC1=CC=CC=C1)OCC1=CC=CC=C1)OCC1=CC=CC=C1)COCC1=CC=CC=C1 (2-(4-(2-chloro-5-((2S,3S,4R,5R,6R)-3,4,5-tris(benzyloxy)-6-(benzyloxymethyl)tetrahydro-2H-pyran-2-yl)benzyl)phenyl)ethanol). Isolated yield 42.0%. As a reaction SMILES: C([O:4][CH2:5][CH2:6][C:7]1[CH:59]=[CH:58][C:10]([CH2:11][C:12]2[CH:13]=[C:14]([C@H:19]3[C@H:24]([O:25][CH2:26][C:27]4[CH:32]=[CH:31][CH:30]=[CH:29][CH:28]=4)[C@@H:23]([O:33][CH2:34][C:35]4[CH:40]=[CH:39][CH:38]=[CH:37][CH:36]=4)[C@H:22]([O:41][CH2:42][C:43]4[CH:48]=[CH:47][CH:46]=[CH:45][CH:44]=4)[C@@H:21]([CH2:49][O:50][CH2:51][C:52]4[CH:57]=[CH:56][CH:55]=[CH:54][CH:53]=4)[O:20]3)[CH:15]=[CH:16][C:17]=2[Cl:18])=[CH:9][CH:8]=1)C=C.C([O-])(=O)C.[Na+]>C(O)(=O)C.[Pd](Cl)Cl>[Cl:18][C:17]1[CH:16]=[CH:15][C:14]([C@H:19]2[C@H:24]([O:25][CH2:26][C:27]3[CH:32]=[CH:31][CH:30]=[CH:29][CH:28]=3)[C@@H:23]([O:33][CH2:34][C:35]3[CH:40]=[CH:39][CH:38]=[CH:37][CH:36]=3)[C@H:22]([O:41][CH2:42][C:43]3[CH:44]=[CH:45][CH:46]=[CH:47][CH:48]=3)[C@@H:21]([CH2:49][O:50][CH2:51][C:52]3[CH:53]=[CH:54][CH:55]=[CH:56][CH:57]=3)[O:20]2)=[CH:13][C:12]=1[CH2:11][C:10]1[CH:9]=[CH:8][C:7]([CH2:6][CH2:5][OH:4])=[CH:59][CH:58]=1 |f:1.2|. Procedure details: (2S,3S,4R,5R,6R)-2-(3-(4-(2-(allyloxy)ethyl)benzyl)-4-chlorophenyl)-3,4,5-tris(benzyloxy)-6-(benzyloxymethyl)tetrahydro-2H-pyran (intermediate BK) (50 mg, 0.061 mmol) was taken up in 90% aqueous acetic acid (1 mL), and sodium acetate (30.4 mg, 0.37 mmol) was added, followed by palladium(II)chloride (27.4 mg, 0.154 mmol). The mixture was heated at 70° C. for 5 h. Solvent was evaporated and the residue was taken up in 2 mL DCM and the mixture was filtered through a short Celite® pad. The pad was w... Starting materials: BrC1=C(N)C=CC=C1 (2-bromoaniline), N1=CC=CC=C1 (pyridine), BrCC(=O)Cl (bromoacetyl chloride). Run in ClCCl (dichloromethane). Run at temperature 0 celsius, time 90 minute. The product is BrCC(=O)NC1=C(C=CC=C1)Br (2-Bromo-N-(2-bromophenyl)acetamide). Isolated yield 85.1%. Reaction SMILES: [Br:1][C:2]1[CH:8]=[CH:7][CH:6]=[CH:5][C:3]=1[NH2:4].N1C=CC=CC=1.[Br:15][CH2:16][C:17](Cl)=[O:18]>ClCCl>[Br:15][CH2:16][C:17]([NH:4][C:3]1[CH:5]=[CH:6][CH:7]=[CH:8][C:2]=1[Br:1])=[O:18]. Procedure: To a solution of 2-bromoaniline (2.0 g, 11.63 mmol) in 25 mL of dichloromethane was added pyridine (1.13 mL, 13.95 mmol). The solution was cooled to 0° C. and bromoacetyl chloride (1.01 mL, 12.79 mmol) was added over a 5 min. period. The cooling bath was removed and the reaction mixture was stirred at RT for 90 min and partitioned between 1N HCl and dichloromethane. The dichloromethane layer was successively washed with saturated aqueous sodium carbonate, brine, dried over sodium sulfate and con... Reactants: BrCc1ccccc1, O=C([O-])[O-], CC(C)=O, [K+], [K+], O, OCCc1ccc(O)cc1. The product is OCCc1ccc(OCc2ccccc2)cc1. As a reaction SMILES: [Br:11][CH2:12][c:13]1[cH:14][cH:15][cH:16][cH:17][cH:18]1.[C:19](=[O:20])([O-:21])[O-:22].[CH3:26][C:27](=[O:28])[CH3:29].[K+:23].[K+:24].[OH2:25].[OH:1][c:2]1[cH:3][cH:4][c:5]([CH2:6][CH2:7][OH:8])[cH:9][cH:10]1>>[O:1]([c:2]1[cH:3][cH:4][c:5]([CH2:6][CH2:7][OH:8])[cH:9][cH:10]1)[CH2:12][c:13]1[cH:14][cH:15][cH:16][cH:17][cH:18]1. Reactants: FC1=CC=C(C=C1)CCCC(=O)OC (Methyl 4-(4-fluorophenyl)butanoate), [OH-].[Na+] (NaOH), Cl (HCl). Solvent: O (water). Conditions: time 12 hour. Yields the product FC1=CC=C(C=C1)CCCC(=O)O (4-(4-Fluorophenyl)butanoic acid). Reaction SMILES: [F:1][C:2]1[CH:7]=[CH:6][C:5]([CH2:8][CH2:9][CH2:10][C:11]([O:13]C)=[O:12])=[CH:4][CH:3]=1.[OH-].[Na+].Cl>O>[F:1][C:2]1[CH:3]=[CH:4][C:5]([CH2:8][CH2:9][CH2:10][C:11]([OH:13])=[O:12])=[CH:6][CH:7]=1 |f:1.2|. Procedure: 0.076 mol of the compound obtained in Step C is introduced in a 500 ml round-bottomed flask, and then 250 ml of water and 0.152 mol of NaOH are added. The reaction mixture is stirred for 12 hours at ambient temperature. The reaction mixture is then acidified with 3M HCl and is extracted twice with ethyl ether. The organic phase is dried over MgSO4 and evaporated under reduced pressure to obtain the title product in the form of a white solid. Starting materials: CN, CC(C)CCCC(C)CCCC(C)(O)C1CO1. Yields the product CNCC(O)C(C)(O)CCCC(C)CCCC(C)C. Reaction SMILES: [CH3:18][NH2:19].[O:1]1[CH2:2][CH:3]1[C:4]([CH2:5][CH2:6][CH2:7][CH:8]([CH2:9][CH2:10][CH2:11][CH:12]([CH3:13])[CH3:14])[CH3:15])([OH:16])[CH3:17]>>[OH:1][CH:3]([CH2:2][NH:19][CH3:18])[C:4]([CH2:5][CH2:6][CH2:7][CH:8]([CH2:9][CH2:10][CH2:11][CH:12]([CH3:13])[CH3:14])[CH3:15])([OH:16])[CH3:17].